Task: describe an organic reaction: reactants, conditions, products, and yield. Dataset: the Open Reaction Database (ORD), a public repository of structured organic reaction records Starting materials: [OH-].[Li+] (Lithium hydroxide), COC(=O)C12CCC(CC1)(CC2)CO (4-hydroxymethyl-bicyclo[2.2.2]octane-1-carboxylic acid methyl ester). The solvent is C1CCOC1 (THF), CO (methanol). Conditions: time 16 hour. Product: OCC12CCC(CC1)(CC2)C(=O)O (4-Hydroxymethylbicyclo[2.2.2]octane-1-carboxylic acid). RXN SMILES: [OH-].[Li+].C[O:4][C:5]([C:7]12[CH2:14][CH2:13][C:10]([CH2:15][OH:16])([CH2:11][CH2:12]1)[CH2:9][CH2:8]2)=[O:6]>C1COCC1.CO>[OH:16][CH2:15][C:10]12[CH2:13][CH2:14][C:7]([C:5]([OH:6])=[O:4])([CH2:8][CH2:9]1)[CH2:12][CH2:11]2 |f:0.1|. Procedure details: Lithium hydroxide (2 N, 250 ml) is added to a mixture of 4-hydroxymethyl-bicyclo[2.2.2]octane-1-carboxylic acid methyl ester (XVI, Example 91) in a mixture of THF (50 ml) and methanol (75 ml). The resulting reaction mixture is stirred at 20-25° for 16 hr, and then concentrated. The residue is diluted with water (30 ml) and washed with methylene chloride (100 ml) and ethyl acetate (100 ml). The aqueous layer is acidified with concentrated hydrochloric acid pH about 0 and extracted with ethyl acet... Reactants: C(C1=CC=CC=C1)OCCCCCC1=C[C@@H]2CC3(C[C@@H]2C1)OCCO3 (3-(5-benzyloxypentyl)-7,7-ethylenedioxy-cis-bicyclo[3,3,0]oct-2-ene), Cl (hydrochloric acid), C([O-])(O)=O.[Na+] (sodium bicarbonate). Solvent: CC(=O)C (acetone), O (water), CC(=O)C (acetone). Run at time 2 hour. Yields the product C(C1=CC=CC=C1)OCCCCCC1=C[C@@H]2CC(C[C@@H]2C1)=O (3-(5-Benzyloxypentyl)-7-oxo-cis-bicyclo-[3,3,0]-oct-2-ene). Yield: 103.5%. RXN SMILES: [CH2:1]([O:8][CH2:9][CH2:10][CH2:11][CH2:12][CH2:13][C:14]1[CH2:21][C@@H:20]2[C@@H:16]([CH2:17][C:18]3(OCC[O:22]3)[CH2:19]2)[CH:15]=1)[C:2]1[CH:7]=[CH:6][CH:5]=[CH:4][CH:3]=1.Cl.C(=O)(O)[O-].[Na+]>CC(C)=O.O>[CH2:1]([O:8][CH2:9][CH2:10][CH2:11][CH2:12][CH2:13][C:14]1[CH2:21][C@@H:20]2[C@@H:16]([CH2:17][C:18](=[O:22])[CH2:19]2)[CH:15]=1)[C:2]1[CH:3]=[CH:4][CH:5]=[CH:6][CH:7]=1 |f:2.3|. Reported procedure: 6.65 g of 3-(5-benzyloxypentyl)-7,7-ethylenedioxy-cis-bicyclo[3,3,0]oct-2-ene (prepared as described in Preparation 4 or 10) were added to a mixture of 120 ml of acetone, 45 ml of water and 1.0 ml of concentrated hydrochloric acid, and the mixture was stirred for 2 hours at room temperature. After completion of the reaction, sodium bicarbonate was added to the reaction mixture for neutralization, and acetone was distilled off under reduced pressure. A saturated aqueous solution of sodium chlorid... Starting materials: FC(C(=O)O)(F)F (Trifluoroacetic Acid), O (Water), C(C)(C)(C)C1=CC2=C(NC(=N2)CCC2CC(C2)N(CC(C)C)C[C@H]2C[C@H]([C@H]3[C@@H]2OC(O3)(C)C)N3C=CC2=C3N=CN=C2NCC2=C(C=C(C=C2)OC)OC)C=C1 (7-((3aS,4R,6R,6aR)-6-(((3-(2-(5-(tert-butyl)-1H-benzo[d]imidazol-2-yl)ethyl)cyclobutyl)(isobutyl)amino)methyl)-2,2-dimethyltetrahydro-3aH-cyclopenta[d][1,3]dioxol-4-yl)-N-(2,4-dimethoxybenzyl)-7H-pyrrolo[2,3-d]pyrimidin-4-amine), C(C)[SiH](CC)CC (Triethylsilane), C(=O)([O-])[O-].[K+].[K+] (K2CO3). Reagents/catalysts: O (H2O). Run in CO (MeOH). Reaction conditions: time 8 hour. The product is NC=1C2=C(N=CN1)N(C=C2)[C@H]2[C@@H]([C@@H]([C@H](C2)CN(CC(C)C)C2CC(C2)CCC2=NC1=C(N2)C=CC(=C1)C(C)(C)C)O)O ((1R,2S,3R,5R)-3-(4-amino-7H-pyrrolo[2,3-d]pyrimidin-7-yl)-5-(((3-(2-(5-(tert-butyl)-1H-benzo[d]imidazol-2-yl)ethyl)cyclobutyl)(isobutyl)amino)methyl)cyclopentane-1,2-diol). Isolated yield 47.8%. As a reaction SMILES: FC(F)(F)C(O)=O.O.[C:9]([C:13]1[CH:64]=[CH:63][C:16]2[NH:17][C:18]([CH2:20][CH2:21][CH:22]3[CH2:25][CH:24]([N:26]([CH2:31][C@@H:32]4[C@H:36]5[O:37]C(C)(C)[O:39][C@H:35]5[C@H:34]([N:42]5[C:46]6[N:47]=[CH:48][N:49]=[C:50]([NH:51]CC7C=CC(OC)=CC=7OC)[C:45]=6[CH:44]=[CH:43]5)[CH2:33]4)[CH2:27][CH:28]([CH3:30])[CH3:29])[CH2:23]3)=[N:19][C:15]=2[CH:14]=1)([CH3:12])([CH3:11])[CH3:10].C([SiH](CC)CC)C.C([O-])([O-])=O.[K+].[K+]>CO.O>[NH2:51][C:50]1[C:45]2[CH:44]=[CH:43][N:42]([C@@H:34]3[CH2:33][C@H:32]([CH2:31][N:26]([CH:24]4[CH2:23][CH:22]([CH2:21][CH2:20][C:18]5[NH:17][C:16]6[CH:63]=[CH:64][C:13]([C:9]([CH3:12])([CH3:11])[CH3:10])=[CH:14][C:15]=6[N:19]=5)[CH2:25]4)[CH2:27][CH:28]([CH3:29])[CH3:30])[C@@H:36]([OH:37])[C@H:35]3[OH:39])[C:46]=2[N:47]=[CH:48][N:49]=1 |f:4.5.6|. Reported procedure: Trifluoroacetic Acid (20 ml, 300 mmol) added to a mixture of Water (2 ml, 100 mmol) and 7-((3aS,4R,6R,6aR)-6-(((3-(2-(5-(tert-butyl)-1H-benzo[d]imidazol-2-yl)ethyl)cyclobutyl)(isobutyl)amino)methyl)-2,2-dimethyltetrahydro-3aH-cyclopenta[d][1,3]dioxol-4-yl)-N-(2,4-dimethoxybenzyl)-7H-pyrrolo[2,3-d]pyrimidin-4-amine (0.9 g, 1 mmol) at RT. The reaction was stirred overnight and Triethylsilane (0.38 ml, 2.4 mmol) was added. The volatiles were removed in vacuo and resulting residue was taken up in Me... The reactants are ClC1=NC=C(C(=N1)C#CC1=C(C=CC=C1)CC(=O)N)C (2-(2-((2-chloro-5-methylpyrimidin-4-yl)ethynyl)phenyl)acetamide). The reagents and catalysts are [Pt]=O (platinum oxide). The solvent is CN(C)C=O (DMF), CO (MeOH). Run at time 40 hour. The product is ClC1=NC=C(C(=N1)CCC1=C(C=CC=C1)CC(=O)N)C (2-(2-(2-Chloro-5-methylpyrimidin-4-ylethyl)phenyl)acetamide). Reaction SMILES: [Cl:1][C:2]1[N:7]=[C:6]([C:8]#[C:9][C:10]2[CH:15]=[CH:14][CH:13]=[CH:12][C:11]=2[CH2:16][C:17]([NH2:19])=[O:18])[C:5]([CH3:20])=[CH:4][N:3]=1>CN(C=O)C.CO.[Pt]=O>[Cl:1][C:2]1[N:7]=[C:6]([CH2:8][CH2:9][C:10]2[CH:15]=[CH:14][CH:13]=[CH:12][C:11]=2[CH2:16][C:17]([NH2:19])=[O:18])[C:5]([CH3:20])=[CH:4][N:3]=1. Reported procedure: A suspension of 2-(2-((2-chloro-5-methylpyrimidin-4-yl)ethynyl)phenyl)acetamide (I9) (5.01 g, 17.5 mmol) in DMF (231 mL) and MeOH (80 mL) containing platinum oxide (0.995 g, 4.38 mmol) was stirred under a hydrogen atmosphere for 40 hours. The resulting mixture was filtered through a pad of Celite and the filtrate concentrated in vacuo. The resulting residue was diluted with ice water (400 mL) to give a precipitate, which was filtered and dried to give the title compound K6 (4.23 g, 83%); 1H NMR ... The reactants are C1(=CC=CC=C1)\C(=C/CCCCC(=O)OC)\C=1C=NC=CC1 (methyl (E)-7-phenyl-7-(3-pyridyl)-6-heptenoate), CI (methyl iodide), C(C)(C)NC(C)C (diisopropylamine), [Cl-].[NH4+] (ammonium chloride), C(CCC)[Li] (n-butyl lithium). Solvent: O1CCCC1 (tetrahydrofuran), O1CCCC1 (tetrahydrofurane), CCCCCC (hexane). Conditions: time 10 minute. Yields the product CC(C(=O)OC)CCC\C=C(\C=1C=NC=CC1)/C1=CC=CC=C1 (methyl (E)-2-methyl-7-phenyl- 7-(3-pyridyl)-6-heptenoate). The yield is 71.5%. RXN SMILES: [CH:1](NC(C)C)(C)C.C([Li])CCC.[C:13]1(/[C:19](/[C:29]2[CH:30]=[N:31][CH:32]=[CH:33][CH:34]=2)=[CH:20]\[CH2:21][CH2:22][CH2:23][CH2:24][C:25]([O:27][CH3:28])=[O:26])[CH:18]=[CH:17][CH:16]=[CH:15][CH:14]=1.CI.[Cl-].[NH4+]>O1CCCC1.CCCCCC>[CH3:1][CH:24]([CH2:23][CH2:22][CH2:21]/[CH:20]=[C:19](\[C:13]1[CH:18]=[CH:17][CH:16]=[CH:15][CH:14]=1)/[C:29]1[CH:30]=[N:31][CH:32]=[CH:33][CH:34]=1)[C:25]([O:27][CH3:28])=[O:26] |f:4.5|. Procedure: A solution of diisopropylamine (0.21 ml, 1.46 mmole) in tetrahydrofurane (3 ml) was cooled at -60° C. under argon, and a hexane solution of n-butyl lithium (1.6M, 0.92 ml, 1.46 mmole) was added dropwise to the solution. After stirring for 10 minutes, a solution of methyl (E)-7-phenyl-7-(3-pyridyl)-6-heptenoate (360 mg, 1.22 mmole) in tetrahydrofuran (2 ml) was added dropwise to the solution, followed by stirring at -60° to -70° C. for 20 minutes. Subsequently, methyl iodide (0.12 ml, 1.83 mmole)...